This data is from the Open Reaction Database (ORD), a public repository of structured organic reaction records. The task is: describe an organic reaction: reactants, conditions, products, and yield The reactants are C(#N)CC1=CNC2=CC=C(C(=C12)Cl)OCC1=CC=CC=C1 (3-cyanomethyl-4-chloro-5-benzyloxyindole). Reagents/catalysts: [Ni] (Raney nickel). Run in N (ammonia). The product is NCCC1=CNC2=CC=C(C(=C12)Cl)OCC1=CC=CC=C1 (3-(2-aminoethyl)-4-chloro-5-benzyloxyindole). The yield is 103.6%. Reaction SMILES: [C:1]([CH2:3][C:4]1[C:12]2[C:7](=[CH:8][CH:9]=[C:10]([O:14][CH2:15][C:16]3[CH:21]=[CH:20][CH:19]=[CH:18][CH:17]=3)[C:11]=2[Cl:13])[NH:6][CH:5]=1)#[N:2]>N.[Ni]>[NH2:2][CH2:1][CH2:3][C:4]1[C:12]2[C:7](=[CH:8][CH:9]=[C:10]([O:14][CH2:15][C:16]3[CH:17]=[CH:18][CH:19]=[CH:20][CH:21]=3)[C:11]=2[Cl:13])[NH:6][CH:5]=1. Procedure details: A solution of 3-cyanomethyl-4-chloro-5-benzyloxyindole (1.00 g, 3.37 mmol) in methanolic ammonia (30 ml) was hydrogenated over Raney nickel for 21/2 hours at room temperature, at 30 p.s.i. pressure. After filtering off the catalyst, the filtrate was evaporated to give 3-(2-aminoethyl)-4-chloro-5-benzyloxyindole as an oil (1.05 g, 100%). Part of this product (170 mg, 0.57 mmol) was treated with excess ethereal HCl, and the mixture was evaporated to dryness to leave a pink solid, which was recryst... Starting materials: ClC1=CC(=NC2=CC=C(C=C12)C)N1CCS(C2=C(C1)C=CC=C2)(=O)=O (4-(4-chloro-6-methylquinolin-2-yl)-2,3,4,5-tetrahydro-1,4-benzothiazepine 1,1-dioxide), C1(=CC(=CC=C1)N)N (benzene-1,3-diamine), C1(=CC=CC=C1)P(C1=C(C2=CC=CC=C2C=C1)C1=C(C=CC2=CC=CC=C12)P(C1=CC=CC=C1)C1=CC=CC=C1)C1=CC=CC=C1 (2,2′-bis(diphenylphosphino)-1,1′-binaphthalene), P(=O)([O-])([O-])[O-].[K+].[K+].[K+] (potassium phosphate). The reagents and catalysts are C(C)(=O)[O-].[Pd+2].C(C)(=O)[O-] (palladium acetate). The solvent is O1CCOCC1 (1,4-dioxane). Conditions: temperature 140 celsius. The product is O=S1(CCN(CC2=C1C=CC=C2)C2=NC1=CC=C(C=C1C(=C2)NC2=CC(=CC=C2)N)C)=O (N-[2-(1,1-Dioxido-2,3-dihydro-1,4-benzothiazepin-4(5H)-yl)-6-methylquinolin-4-yl]benzene-1,3-diamine). Reaction SMILES: Cl[C:2]1[C:11]2[C:6](=[CH:7][CH:8]=[C:9]([CH3:12])[CH:10]=2)[N:5]=[C:4]([N:13]2[CH2:19][C:18]3[CH:20]=[CH:21][CH:22]=[CH:23][C:17]=3[S:16](=[O:25])(=[O:24])[CH2:15][CH2:14]2)[CH:3]=1.[C:26]1([NH2:33])[CH:31]=[CH:30][CH:29]=[C:28]([NH2:32])[CH:27]=1.C1(P(C2C=CC=CC=2)C2C=CC3C(=CC=CC=3)C=2C2C3C(=CC=CC=3)C=CC=2P(C2C=CC=CC=2)C2C=CC=CC=2)C=CC=CC=1.P([O-])([O-])([O-])=O.[K+].[K+].[K+]>C([O-])(=O)C.[Pd+2].C([O-])(=O)C.O1CCOCC1>[O:24]=[S:16]1(=[O:25])[C:17]2[CH:23]=[CH:22][CH:21]=[CH:20][C:18]=2[CH2:19][N:13]([C:4]2[CH:3]=[C:2]([NH:32][C:28]3[CH:29]=[CH:30][CH:31]=[C:26]([NH2:33])[CH:27]=3)[C:11]3[C:6](=[CH:7][CH:8]=[C:9]([CH3:12])[CH:10]=3)[N:5]=2)[CH2:14][CH2:15]1 |f:3.4.5.6,7.8.9|. Procedure: A mixture of 4-(4-chloro-6-methylquinolin-2-yl)-2,3,4,5-tetrahydro-1,4-benzothiazepine 1,1-dioxide (150 mg, 0.40 mmol, prepared in analogy to the one in Example 2-1), benzene-1,3-diamine (86 mg, 0.80 mmol), palladium acetate (18 mg, 0.04 mmol), 2,2′-bis(diphenylphosphino)-1,1′-binaphthalene (50 mg, 0.04 mmol), potassium phosphate (169.6 mg, 0.8 mmol) and 1,4-dioxane (3 mL) in a 2-5 mL of process vial was heated at 140° C. under microwave irradiation for 1.5 hours. After being cooled to room temp...